The task is: describe an organic reaction: reactants, conditions, products, and yield. This data is from the Open Reaction Database (ORD), a public repository of structured organic reaction records. Starting materials: CC(=O)O, CN(c1ccccc1-c1ccc2cnc(S(C)=O)nn12)S(C)(=O)=O, [Na+], [OH-], O. Product: CN(c1ccccc1-c1ccc2cnc(O)nn12)S(C)(=O)=O. Reaction SMILES: [CH3:28][C:29](=[O:30])[OH:31].[CH3:4][S:5](=[O:6])[c:7]1[n:8][n:9]2[c:10]([cH:11][n:12]1)[cH:13][cH:14][c:15]2-[c:16]1[c:17]([N:22]([S:23](=[O:24])(=[O:25])[CH3:26])[CH3:27])[cH:18][cH:19][cH:20][cH:21]1.[Na+:2].[OH-:1].[OH2:3]>>[OH:1][c:7]1[n:8][n:9]2[c:10]([cH:11][n:12]1)[cH:13][cH:14][c:15]2-[c:16]1[c:17]([N:22]([S:23](=[O:24])(=[O:25])[CH3:26])[CH3:27])[cH:18][cH:19][cH:20][cH:21]1. The reactants are OCCCCCCCCCCC(=O)C1=C(C=C(C(=C1O)OC)OC)C (6-(11-hydroxy-1-oxoundecyl)-2,3-dimethoxy-5-methylphenol), Cl(=O)(=O)(=O)O (perchloric acid), C(C)(=O)O (acetic acid), [H][H] (hydrogen). Reagents/catalysts: [Pd] (palladium-on-carbon). Product: C(C)(=O)OCCCCCCCCCCCC1=C(C=C(C(=C1O)OC)OC)C (6-(11-acetoxyundecyl)-2,3-dimethoxy-5-methylphenol). Reaction SMILES: [OH:1][CH2:2][CH2:3][CH2:4][CH2:5][CH2:6][CH2:7][CH2:8][CH2:9][CH2:10][CH2:11][C:12]([C:14]1[C:19]([OH:20])=[C:18]([O:21][CH3:22])[C:17]([O:23][CH3:24])=[CH:16][C:15]=1[CH3:25])=O.Cl(O)(=O)(=O)=O.[H][H].[C:33](O)(=[O:35])[CH3:34]>[Pd]>[C:33]([O:1][CH2:2][CH2:3][CH2:4][CH2:5][CH2:6][CH2:7][CH2:8][CH2:9][CH2:10][CH2:11][CH2:12][C:14]1[C:19]([OH:20])=[C:18]([O:21][CH3:22])[C:17]([O:23][CH3:24])=[CH:16][C:15]=1[CH3:25])(=[O:35])[CH3:34]. Reported procedure: To a solution of 6-(11-hydroxy-1-oxoundecyl)-2,3-dimethoxy-5-methylphenol (14 g) in acetic acid (200 ml) are added 5% palladium-on-carbon (50% hydrous) (3 g) and 70% perchloric acid (0.1 ml), and catalytic reduction is carried out at atmospheric temperature and pressure. When the hydrogen has ceased to be absorbed, the catalyst is filtered off and the filtrate is concentrated under reduced pressure. The residue is extracted with dichloromethane and the dichloromethane layer is washed with a 5% a... Procedure: 19.3 g (0.11 mol) of 5-formyl-2-acetylcyclohexane-1,3-dione were introduced into 200 ml of distilled water and, at room temperature, 14.7 g (0.13 mol) of hydroxylamine-O-sulfonic acid were added. The mixture was then stirred at room temperature for 17 h. The precipitate was filtered off with suction, washed with water and dried. 11.5 g (61% of theory) of 3,5-dioxo-4-acetylcyclohexanecarbonitrile were obtained (melting point 94 to 97° C.). As a reaction SMILES: [CH:1]([CH:3]1[CH2:8][C:7](=[O:9])[CH:6]([C:10](=[O:12])[CH3:11])[C:5](=[O:13])[CH2:4]1)=O.[NH2:14]OS(O)(=O)=O>O>[O:13]=[C:5]1[CH:6]([C:10](=[O:12])[CH3:11])[C:7](=[O:9])[CH2:8][CH:3]([C:1]#[N:14])[CH2:4]1. Starting materials: C(=O)C1CC(C(C(C1)=O)C(C)=O)=O (5-formyl-2-acetylcyclohexane-1,3-dione), NOS(=O)(=O)O (hydroxylamine-O-sulfonic acid). Yields the product O=C1CC(CC(C1C(C)=O)=O)C#N (3,5-dioxo-4-acetylcyclohexanecarbonitrile). Run at time 17 hour. Yield: 58.3%. Run in O (water). The reactants are A4, ClC=1C2=C(N=CN1)NCC2 (4-chloro-6,7-dihydro-5H-pyrrolo[2,3-d]pyrimidine), FC1=C(C=C(C=C1)C=1N=C(N(C1)CCN(C)C)C1CCNCC1)C (2-(4-(4-fluoro-3-methyl-phenyl)-2-(piperidin-4-yl)-1H-imidazol-1-yl)-N,N-dimethylethanamine). Product: N1=CN=C(C2=C1NCC2)N2CCC(CC2)C=2N(C=C(N2)C2=CC(=C(C=C2)F)C)CCN(C)C ({2-[2-[1-(6,7-Dihydro-5H-pyrrolo[2,3-d]pyrimidin-4-yl)-piperidin-4-yl]-4-(4-fluoro-3-methyl-phenyl)-imidazol-1-yl]-ethyl}-dimethylamine). As a reaction SMILES: Cl[C:2]1[C:3]2[CH2:10][CH2:9][NH:8][C:4]=2[N:5]=[CH:6][N:7]=1.[F:11][C:12]1[CH:17]=[CH:16][C:15]([C:18]2[N:19]=[C:20]([CH:28]3[CH2:33][CH2:32][NH:31][CH2:30][CH2:29]3)[N:21]([CH2:23][CH2:24][N:25]([CH3:27])[CH3:26])[CH:22]=2)=[CH:14][C:13]=1[CH3:34]>>[N:5]1[C:4]2[NH:8][CH2:9][CH2:10][C:3]=2[C:2]([N:31]2[CH2:30][CH2:29][CH:28]([C:20]3[N:21]([CH2:23][CH2:24][N:25]([CH3:26])[CH3:27])[CH:22]=[C:18]([C:15]4[CH:16]=[CH:17][C:12]([F:11])=[C:13]([CH3:34])[CH:14]=4)[N:19]=3)[CH2:33][CH2:32]2)=[N:7][CH:6]=1. Procedure details: The title compound was prepared according to the procedure described for the preparation of A4 by using 4-chloro-6,7-dihydro-5H-pyrrolo[2,3-d]pyrimidine coupling with 2-(4-(4-fluoro-3-methyl-phenyl)-2-(piperidin-4-yl)-1H-imidazol-1-yl)-N,N-dimethylethanamine. LC-MS (M+H=450, obsd.=450);